The task is: describe an organic reaction: reactants, conditions, products, and yield. This data is from the Open Reaction Database (ORD), a public repository of structured organic reaction records. Yields the product O1C(=NC2(C1)C1=CC=CC=C1OC1=NC=CC=C12)N (5′H-spiro[chromeno[2,3-b]pyridine-5,4′-oxazol]-2′-amine). Procedure details: A solution of potassium acetate (0.210 g, 2.140 mmol), PdCl2(dppf)-CH2Cl2 adduct (0.022 g, 0.027 mmol), (S)-2′-amino-3-((3-methyloxetan-3-yl)ethynyl)-5′H-spiro[chromeno[2,3-b]pyridine-5,4′-oxazole]-7-yl trifluoromethanesulfonate (0.265 g, 0.535 mmol), and bis(pinacolato)diboron (0.143 g, 0.562 mmol) in 5 mL DMF was heated to 100° C. for 3 hours. Pd(PPh3)4 (0.031 g, 0.027 mmol) was added, followed by 3-bromo-4-fluoropyridine (0.141 g, 0.802 mmol), potassium carbonate (0.296 g, 2.140 mmol), and 2 ... Reactants: C(C)(=O)[O-].[K+] (potassium acetate), FC(S(=O)(=O)OC=1C=C2C(=CC1)OC1=NC=C(C=C1[C@@]21N=C(OC1)N)C#CC1(COC1)C)(F)F ((S)-2′-amino-3-((3-methyloxetan-3-yl)ethynyl)-5′H-spiro[chromeno[2,3-b]pyridine-5,4′-oxazole]-7-yl trifluoromethanesulfonate), B1(OC(C(O1)(C)C)(C)C)B2OC(C(O2)(C)C)(C)C (bis(pinacolato)diboron), C([O-])([O-])=O.[K+].[K+] (potassium carbonate), BrC=1C=NC=CC1F (3-bromo-4-fluoropyridine). Solvent: CN(C)C=O (DMF), O (water), CCOC(=O)C (EtOAc). RXN SMILES: C([O-])(=O)C.[K+].FC(F)(F)S(O[C:12]1[CH:13]=[C:14]2[C@@:25]3([CH2:29][O:28][C:27]([NH2:30])=[N:26]3)[C:24]3[C:19](=[N:20][CH:21]=[C:22](C#CC4(C)COC4)[CH:23]=3)[O:18][C:15]2=[CH:16][CH:17]=1)(=O)=O.B1(B2OC(C)(C)C(C)(C)O2)OC(C)(C)C(C)(C)O1.BrC1C=NC=CC=1F.C(=O)([O-])[O-].[K+].[K+]>CN(C=O)C.CCOC(C)=O.C1C=CC(P(C2C=CC=CC=2)[C-]2C=CC=C2)=CC=1.C1C=CC(P(C2C=CC=CC=2)[C-]2C=CC=C2)=CC=1.Cl[Pd]Cl.[Fe+2].C(Cl)Cl.C1C=CC([P]([Pd]([P](C2C=CC=CC=2)(C2C=CC=CC=2)C2C=CC=CC=2)([P](C2C=CC=CC=2)(C2C=CC=CC=2)C2C=CC=CC=2)[P](C2C=CC=CC=2)(C2C=CC=CC=2)C2C=CC=CC=2)(C2C=CC=CC=2)C2C=CC=CC=2)=CC=1.O>[O:28]1[CH2:29][C:25]2([C:24]3[C:19](=[N:20][CH:21]=[CH:22][CH:23]=3)[O:18][C:15]3[C:14]2=[CH:13][CH:12]=[CH:17][CH:16]=3)[N:26]=[C:27]1[NH2:30] |f:0.1,5.6.7,10.11.12.13.14,^1:129,131,150,169|. The reagents and catalysts are C1=CC=C(C=C1)P([C-]2C=CC=C2)C3=CC=CC=C3.C1=CC=C(C=C1)P([C-]2C=CC=C2)C3=CC=CC=C3.Cl[Pd]Cl.[Fe+2].C(Cl)Cl (PdCl2(dppf) CH2Cl2), C=1C=CC(=CC1)[P](C=2C=CC=CC2)(C=3C=CC=CC3)[Pd]([P](C=4C=CC=CC4)(C=5C=CC=CC5)C=6C=CC=CC6)([P](C=7C=CC=CC7)(C=8C=CC=CC8)C=9C=CC=CC9)[P](C=1C=CC=CC1)(C=1C=CC=CC1)C=1C=CC=CC1 (Pd(PPh3)4). Reaction conditions: temperature 100 celsius.